This data is from the Open Reaction Database (ORD), a public repository of structured organic reaction records. The task is: describe an organic reaction: reactants, conditions, products, and yield Starting materials: CN(CC#CC(=O)O)C (4-(dimethylamino)but-2-inoic acid), C([O-])([O-])=O.[Ca+2] (calcium carbonate). The solvent is mixed solvent, C(C)(=O)OCC (ethyl acetate), CO (methanol). Run at time 2 hour. The product is CN(C\C=C/C(=O)O)C ((Z)-4-(dimethylamino)but-2-enoic acid). Isolated yield 39.4%. RXN SMILES: [CH3:1][N:2]([CH3:9])[CH2:3][C:4]#[C:5][C:6]([OH:8])=[O:7].C(=O)([O-])[O-].[Ca+2]>C(OCC)(=O)C.CO>[CH3:1][N:2]([CH3:9])[CH2:3]/[CH:4]=[CH:5]\[C:6]([OH:8])=[O:7] |f:1.2|. Procedure details: 2 g of the compound obtained in step 1) was diluted with 120 ml of a mixed solvent of ethyl acetate and methanol (1:1), and 450 mg of calcium carbonate on palladium was added thereto. The resulting mixture was stirred under a hydrogen gas for two hours. After the reaction terminated, the resulting solution was filtered through a cellite pad and distilled under a reduced pressure. The resulting residue was purified by column chromatography (methylene chloride:methanol=2:1) to obtain the title com... Reactants: CCNCC, COC1=c2c(cccc2=C=O)N(CCN(C)C)C1O, ClCCl. Product: CCN(CC)C1C(OC)=c2c(cccc2=C=O)N1CCN(C)C. Reaction SMILES: [CH2:20]([CH3:21])[NH:22][CH2:23][CH3:24].[CH3:1][N:2]([CH2:3][CH2:4][N:5]1[CH:6]([OH:18])[C:7]([O:16][CH3:17])=[c:8]2[c:9](=[C:14]=[O:15])[cH:10][cH:11][cH:12][c:13]21)[CH3:19].[Cl:25][CH2:26][Cl:27]>>[CH3:1][N:2]([CH2:3][CH2:4][N:5]1[CH:6]([N:22]([CH2:20][CH3:21])[CH2:23][CH3:24])[C:7]([O:16][CH3:17])=[c:8]2[c:9](=[C:14]=[O:15])[cH:10][cH:11][cH:12][c:13]21)[CH3:19]. Reactants: CC(C)Cc1ccc(C(Cl)c2ccc(CC(C)C)cc2)cc1, CCN(C(C)C)C(C)C, ClCCl, CCOC(=O)CCCc1cc(C(=O)c2ccc(O)cc2)n2ccccc12. The product is CCOC(=O)CCCc1cc(C(=O)c2ccc(OC(c3ccc(CC(C)C)cc3)c3ccc(CC(C)C)cc3)cc2)n2ccccc12. RXN SMILES: [CH2:27]([CH:28]([CH3:29])[CH3:30])[c:31]1[cH:32][cH:33][c:34]([CH:37]([Cl:38])[c:39]2[cH:40][cH:41][c:42]([CH2:45][CH:46]([CH3:47])[CH3:48])[cH:43][cH:44]2)[cH:35][cH:36]1.[CH:49]([N:50]([CH:51]([CH3:52])[CH3:53])[CH2:54][CH3:55])([CH3:56])[CH3:57].[Cl:58][CH2:59][Cl:60].[OH:1][c:2]1[cH:3][cH:4][c:5]([C:6](=[O:7])[c:8]2[cH:9][c:10]([CH2:17][CH2:18][CH2:19][C:20](=[O:21])[O:22][CH2:23][CH3:24])[c:11]3[cH:12][cH:13][cH:14][cH:15][n:16]23)[cH:25][cH:26]1>>[O:1]([c:2]1[cH:3][cH:4][c:5]([C:6](=[O:7])[c:8]2[cH:9][c:10]([CH2:17][CH2:18][CH2:19][C:20](=[O:21])[O:22][CH2:23][CH3:24])[c:11]3[cH:12][cH:13][cH:14][cH:15][n:16]23)[cH:25][cH:26]1)[CH:37]([c:34]1[cH:33][cH:32][c:31]([CH2:27][CH:28]([CH3:29])[CH3:30])[cH:36][cH:35]1)[c:39]1[cH:40][cH:41][c:42]([CH2:45][CH:46]([CH3:47])[CH3:48])[cH:43][cH:44]1. Reactants: BrC=1C=C2C(=CC1)OC=1C(=NC(=CC1[C@]21N=C(N(C(C1)=O)C)NC(OC(C)(C)C)=O)Cl)F ((R)-tert-butyl 7-bromo-3-chloro-1-fluoro-1′-methyl-6′-oxo-5′,6′-dihydro-1′H-spiro[chromeno[2,3-c]pyridine-5,4′-pyrimidine]-2′-ylcarbamate), BrC=1C=C2C(=CC1)OC=1C(=NC(=CC1[C@]21N=C(N(C(C1)=O)C)NC(OC(C)(C)C)=O)Cl)F ((R)-tert-butyl 7-bromo-3-chloro-1-fluoro-1′-methyl-6′-oxo-5′,6′-dihydro-1′H-spiro[chromeno[2,3-c]pyridine-5,4′-pyrimidine]-2′-ylcarbamate), FC1=NC=CC=C1B(O)O (2-fluoropyridin-3-ylboronic acid). Product: NC=1N(C(C[C@@]2(N1)C1=CC(=CC=C1OC=1C(=NC(=CC12)Cl)F)C=1C(=NC=CC1)F)=O)C ((R)-2′-amino-3-chloro-1-fluoro-7-(2-fluoropyridin-3-yl)-1′-methyl-1′H-spiro[chromeno[2,3-c]pyridine-5,4′-pyrimidin]-6′(5′H)-one). Reaction SMILES: Br[C:2]1[CH:3]=[C:4]2[C@:15]3([CH2:20][C:19](=[O:21])[N:18]([CH3:22])[C:17]([NH:23]C(=O)OC(C)(C)C)=[N:16]3)[C:14]3[CH:13]=[C:12]([Cl:31])[N:11]=[C:10]([F:32])[C:9]=3[O:8][C:5]2=[CH:6][CH:7]=1.[F:33][C:34]1[C:39](B(O)O)=[CH:38][CH:37]=[CH:36][N:35]=1>>[NH2:23][C:17]1[N:18]([CH3:22])[C:19](=[O:21])[CH2:20][C@@:15]2([C:14]3[CH:13]=[C:12]([Cl:31])[N:11]=[C:10]([F:32])[C:9]=3[O:8][C:5]3[C:4]2=[CH:3][C:2]([C:39]2[C:34]([F:33])=[N:35][CH:36]=[CH:37][CH:38]=2)=[CH:7][CH:6]=3)[N:16]=1. Procedure details: The title compound was synthesized by procedures and steps analogous to those described in Example 12 above, but using (R)-tert-butyl 7-bromo-3-chloro-1-fluoro-1′-methyl-6′-oxo-5′,6′-dihydro-1′H-spiro[chromeno[2,3-c]pyridine-5,4′-pyrimidine]-2′-ylcarbamate (Intermediate 1-A) and 2-fluoropyridin-3-ylboronic acid.